Dataset: the Open Reaction Database (ORD), a public repository of structured organic reaction records. Task: describe an organic reaction: reactants, conditions, products, and yield Reactants: FC1=CC=C(OCCOC2=NN(C(=C2C2=CC=C(C=C2)C)N)C)C=C1 (3-[2-(4-fluorophenoxy)ethoxy]-1-methyl-4-(4-methylphenyl)-1H-pyrazol-5-ylamine), C(C)(C)(C)C1=CC=C(C=C1)S(=O)(=O)Cl (4-tert-butylbenzenesulfonyl chloride), [OH-].[K+] (potassium hydroxide). The reagents and catalysts are S(=O)(=O)(O)[O-].C(CCC)[N+](CCCC)(CCCC)CCCC (tetrabutylammonium hydrogen sulfate). Run in ClCCl (dichloromethane). The product is C(C)(C)(C)C1=CC=C(C=C1)S(=O)(=O)N(C1=C(C(=NN1C)OCCOC1=CC=C(C=C1)F)C1=CC=C(C=C1)C)S(=O)(=O)C1=CC=C(C=C1)C(C)(C)C (4-(tert-butyl)-N-{[4-(tert-butyl)phenyl]sulfonyl}-N-[3-[2-(4-fluorophenoxy)ethoxy]-1-methyl-4-(4-methylphenyl)-1H-pyrazol-5-yl]benzenesulfonamide). The yield is 79.7%. As a reaction SMILES: [F:1][C:2]1[CH:25]=[CH:24][C:5]([O:6][CH2:7][CH2:8][O:9][C:10]2[C:14]([C:15]3[CH:20]=[CH:19][C:18]([CH3:21])=[CH:17][CH:16]=3)=[C:13]([NH2:22])[N:12]([CH3:23])[N:11]=2)=[CH:4][CH:3]=1.[C:26]([C:30]1[CH:35]=[CH:34][C:33]([S:36](Cl)(=[O:38])=[O:37])=[CH:32][CH:31]=1)([CH3:29])([CH3:28])[CH3:27].[OH-:40].[K+]>ClCCl.S([O-])(O)(=O)=O.C([N+](CCCC)(CCCC)CCCC)CCC>[C:26]([C:30]1[CH:35]=[CH:34][C:33]([S:36]([N:22]([S:36]([C:33]2[CH:34]=[CH:35][C:30]([C:26]([CH3:29])([CH3:28])[CH3:27])=[CH:31][CH:32]=2)(=[O:37])=[O:40])[C:13]2[N:12]([CH3:23])[N:11]=[C:10]([O:9][CH2:8][CH2:7][O:6][C:5]3[CH:4]=[CH:3][C:2]([F:1])=[CH:25][CH:24]=3)[C:14]=2[C:15]2[CH:20]=[CH:19][C:18]([CH3:21])=[CH:17][CH:16]=2)(=[O:38])=[O:37])=[CH:32][CH:31]=1)([CH3:29])([CH3:28])[CH3:27] |f:2.3,5.6|. Procedure details: To 3-[2-(4-fluorophenoxy)ethoxy]-1-methyl-4-(4-methylphenyl)-1H-pyrazol-5-ylamine (Preparation 26) (105 mg) in dichloromethane (20 ml) at room temperature was added 4-tert-butylbenzenesulfonyl chloride (2 g), tetrabutylammonium hydrogen sulfate (75 mg) and potassium hydroxide (690 mg), the mixture was sonicated for 3 hrs. The reaction was partitioned between 2N aqueous hydrochloric acid and ethyl acetate. The organic layer was separated, washed with water, then brine, dried over magnesium sulfat...